From a dataset of the Open Reaction Database (ORD), a public repository of structured organic reaction records. describe an organic reaction: reactants, conditions, products, and yield The reactants are CC(C=O)C (2-methylpropanal), C(CC(=O)OCC)(=O)OCC (diethyl malonate), N1CCCCC1 (piperidine). The reagents and catalysts are C(C1=CC=CC=C1)(=O)O (benzoic acid). Run in C1(=CC=CC=C1)C (toluene), C1(=CC=CC=C1)C (toluene). Yields the product CC(C=C(C(=O)OCC)C(=O)OCC)C (Diethyl 2-(2-methylpropylidene)malonate). Isolated yield 90.4%. RXN SMILES: [CH3:1][CH:2]([CH3:5])[CH:3]=O.[C:6]([O:14][CH2:15][CH3:16])(=[O:13])[CH2:7][C:8]([O:10][CH2:11][CH3:12])=[O:9].N1CCCCC1>C(O)(=O)C1C=CC=CC=1.C1(C)C=CC=CC=1>[CH3:1][CH:2]([CH3:5])[CH:3]=[C:7]([C:8]([O:10][CH2:11][CH3:12])=[O:9])[C:6]([O:14][CH2:15][CH3:16])=[O:13]. Procedure details: A mixture of 69.80 g of 2-methylpropanal, 77.30 g of diethyl malonate, 2.06 g of benzoic acid, 2.47 cm3 of piperidine and 100 cm3 of toluene is stirred at reflux for 15 hours. After cooling, 100 cm3 of toluene are added. The solution is washed in succession twice with 100 cm3 of distilled water, twice with 100 cm3 of 1M hydrochloric acid and 100 cm3 of saturated aqueous sodium carbonate solution. The organic phase is dried over anhydrous sodium sulphate and concentrated. The residue obtained is ...